This data is from the Open Reaction Database (ORD), a public repository of structured organic reaction records. The task is: describe an organic reaction: reactants, conditions, products, and yield Product: COc1cccc(C)c1NC(C)=O. Starting materials: CC(=O)OC(C)=O, COc1cccc(C)c1[N+](=O)[O-], CCO, CCOC(C)=O. RXN SMILES: [CH3:13][C:14](=[O:15])[O:16][C:17](=[O:18])[CH3:19].[CH3:1][c:2]1[c:3]([N+:10]([O-:11])=[O:12])[c:4]([O:8][CH3:9])[cH:5][cH:6][cH:7]1.[CH3:20][CH2:21][OH:22].[CH3:23][CH2:24][O:25][C:26](=[O:27])[CH3:28]>>[CH3:1][c:2]1[c:3]([NH:10][C:14]([CH3:13])=[O:15])[c:4]([O:8][CH3:9])[cH:5][cH:6][cH:7]1. Reported procedure: (3S,4R)-1-(t-butyldimethylsilyl)3-[(R)-1-(t-butyldimethylsilyloxy)ethyl]-4-[3-(4-nitrobenzyl)oxycarbonyl-2-oxopropyl]azetidin-2-one (7.9 mmol) is dissolved in 160 ml of 9:1 (v/v) methanol-water and cooled to 0° C. Concentrated hydrochloric acid (2.75 ml) is added and the resulting solution is stirred at 0° C. for 15 min., then allowed to warm to room temperature. The solution is stirred at room temperature for 2.5 hrs, then diluted with ethyl acetate (200 ml) and washed with water, saturated aqu... Yields the product O[C@H](C)[C@H]1C(N[C@@H]1CC(CC(=O)OCC1=CC=C(C=C1)[N+](=O)[O-])=O)=O ((3S,4R)-3-[(R)1-hydroxyethyl]-4-[3-(4-nitrobenzyl)oxycarbonyl-2-oxopropyl]-azetidin-2-one). As a reaction SMILES: [Si]([N:8]1[C@H:11]([CH2:12][C:13](=[O:28])[CH2:14][C:15]([O:17][CH2:18][C:19]2[CH:24]=[CH:23][C:22]([N+:25]([O-:27])=[O:26])=[CH:21][CH:20]=2)=[O:16])[C@@H:10]([C@H:29]([O:31][Si](C(C)(C)C)(C)C)[CH3:30])[C:9]1=[O:39])(C(C)(C)C)(C)C.Cl>CO.O.C(OCC)(=O)C>[OH:31][C@@H:29]([C@@H:10]1[C@@H:11]([CH2:12][C:13](=[O:28])[CH2:14][C:15]([O:17][CH2:18][C:19]2[CH:20]=[CH:21][C:22]([N+:25]([O-:27])=[O:26])=[CH:23][CH:24]=2)=[O:16])[NH:8][C:9]1=[O:39])[CH3:30] |f:2.3|. Reaction conditions: temperature 0 celsius, time 15 minute. The solvent is CO.O (methanol water), C(C)(=O)OCC (ethyl acetate). Reactants: [Si](C)(C)(C(C)(C)C)N1C([C@@H]([C@H]1CC(CC(=O)OCC1=CC=C(C=C1)[N+](=O)[O-])=O)[C@@H](C)O[Si](C)(C)C(C)(C)C)=O ((3S,4R)-1-(t-butyldimethylsilyl)3-[(R)-1-(t-butyldimethylsilyloxy)ethyl]-4-[3-(4-nitrobenzyl)oxycarbonyl-2-oxopropyl]azetidin-2-one), Cl (hydrochloric acid). Reaction SMILES: [ClH:19].[NH2:10][c:11]1[cH:12][cH:13][c:14]([C:15]#[N:16])[cH:17][cH:18]1.[NH2:1][c:2]1[n:3][c:4]([Cl:9])[cH:5][c:6]([Cl:8])[n:7]1.[OH2:20]>>[NH2:1][c:2]1[n:3][c:4]([NH:10][c:11]2[cH:12][cH:13][c:14]([C:15]#[N:16])[cH:17][cH:18]2)[cH:5][c:6]([Cl:8])[n:7]1. Starting materials: Cl, N#Cc1ccc(N)cc1, Nc1nc(Cl)cc(Cl)n1, O. Yields the product N#Cc1ccc(Nc2cc(Cl)nc(N)n2)cc1. The reactants are C(C)#N (acetonitrile), C(C1=CC=CC=C1)OC(=O)NC1CC(C2=CC=CC=C2C1)=O (3-benzyloxycarbonylamino-1-oxo-1,2,3,4-tetrahydronaphthalene), C(CCC)[Li] (n-butyllithium), Cl (hydrochloric acid). Solvent: O1CCCC1 (tetrahydrofuran), O1CCCC1 (tetrahydrofuran), O1CCCC1 (tetrahydrofuran), CCCCCC (hexane), O1CCCC1 (tetrahydrofuran), C(C)OCC (diethyl ether). Conditions: temperature -80 celsius, time 1 hour. The product is C(C1=CC=CC=C1)OC(=O)NC1CC(C2=CC=CC=C2C1)(O)CC#N (3-Benzyloxycarbonylamino-1-cyanomethyl-1-hydroxy-1,2,3,4-tetrahydronaphthalene). RXN SMILES: C([Li])CCC.[C:6](#[N:8])[CH3:7].[CH2:9]([O:16][C:17]([NH:19][CH:20]1[CH2:29][C:28]2[C:23](=[CH:24][CH:25]=[CH:26][CH:27]=2)[C:22](=[O:30])[CH2:21]1)=[O:18])[C:10]1[CH:15]=[CH:14][CH:13]=[CH:12][CH:11]=1.Cl>CCCCCC.O1CCCC1.C(OCC)C>[CH2:9]([O:16][C:17]([NH:19][CH:20]1[CH2:29][C:28]2[C:23](=[CH:24][CH:25]=[CH:26][CH:27]=2)[C:22]([CH2:7][C:6]#[N:8])([OH:30])[CH2:21]1)=[O:18])[C:10]1[CH:15]=[CH:14][CH:13]=[CH:12][CH:11]=1. Reported procedure: To a stirred solution of n-butyllithium in hexane (42 mL, 1.6 M) under nitrogen at −80° C., was added dry tetrahydrofuran (40 mL). To this was added over a 7 min period a solution of dry acetonitrile (2.8 g, distilled from phosphorus pentoxide) in dry tetrahydrofuran (40 mL). The resulting white suspension was stirred for 1 h at −80° C. After this time, a solution of 3-benzyloxycarbonylamino-1-oxo-1,2,3,4-tetrahydronaphthalene (9.9 g) in dry tetrahydrofuran (40 mL) was added over a 5 min period.... Reactants: N1CCC(CC1)CNC(=O)C1=CNC2=C1N=CN=C2C2=C(C=CC=1OCOC12)OCC1CC1 (4-(5-Cyclopropylmethoxy-benzo[1,3]dioxol-4-yl)-5H-pyrrolo[3,2-d]pyrimidine-7-carboxylic acid (piperidin-4-ylmethyl)-amide), ClC(=O)OCC (ethyl chloroformate). Product: C(C)OC(=O)N1CCC(CC1)CNC(=O)C1=CNC2=C1N=CN=C2C2=C(C=CC=1OCOC12)OCC1CC1 (4-[({1-[4-(5-Cyclopropylmethoxy-benzo[1,3]dioxol-4-yl)-5H-pyrrolo[3,2-d]pyrimidin-7-yl]-methanoyl}-amino)-methyl]-piperidine-1-carboxylic acid ethyl ester). RXN SMILES: [NH:1]1[CH2:6][CH2:5][CH:4]([CH2:7][NH:8][C:9]([C:11]2[C:15]3[N:16]=[CH:17][N:18]=[C:19]([C:20]4[C:28]5[O:27][CH2:26][O:25][C:24]=5[CH:23]=[CH:22][C:21]=4[O:29][CH2:30][CH:31]4[CH2:33][CH2:32]4)[C:14]=3[NH:13][CH:12]=2)=[O:10])[CH2:3][CH2:2]1.Cl[C:35]([O:37][CH2:38][CH3:39])=[O:36]>>[CH2:38]([O:37][C:35]([N:1]1[CH2:2][CH2:3][CH:4]([CH2:7][NH:8][C:9]([C:11]2[C:15]3[N:16]=[CH:17][N:18]=[C:19]([C:20]4[C:28]5[O:27][CH2:26][O:25][C:24]=5[CH:23]=[CH:22][C:21]=4[O:29][CH2:30][CH:31]4[CH2:32][CH2:33]4)[C:14]=3[NH:13][CH:12]=2)=[O:10])[CH2:5][CH2:6]1)=[O:36])[CH3:39]. Procedure: Starting from 4-(5-Cyclopropylmethoxy-benzo[1,3]dioxol-4-yl)-5H-pyrrolo[3,2-d]pyrimidine-7-carboxylic acid (piperidin-4-ylmethyl)-amide (example A144) and ethyl chloroformate the title compound is obtained as colorless solid. Starting materials: COC(=O)N1CCC(Nc2ccc(Cl)cc2[N+](=O)[O-])CC1C, [H][H], C1CCOC1. Yields the product COC(=O)N1CCC(Nc2ccc(Cl)cc2N)CC1C. RXN SMILES: [Cl:1][c:2]1[cH:3][c:4]([N+:20]([O-:21])=[O:22])[c:5]([NH:8][CH:9]2[CH2:10][CH:11]([CH3:19])[N:12]([C:15](=[O:16])[O:17][CH3:18])[CH2:13][CH2:14]2)[cH:6][cH:7]1.[H:23][H:24].[O:25]1[CH2:26][CH2:27][CH2:28][CH2:29]1>>[Cl:1][c:2]1[cH:3][c:4]([NH2:20])[c:5]([NH:8][CH:9]2[CH2:10][CH:11]([CH3:19])[N:12]([C:15](=[O:16])[O:17][CH3:18])[CH2:13][CH2:14]2)[cH:6][cH:7]1. The reactants are O.[OH-].[Li+] (Lithium hydroxide monohydrate), COC(CC1=CC2=CC=C(C=C2C(=C1C)C1=CC=C(C=C1)S(N(CC)CC)(=O)=O)Cl)=O ([6-chloro-4-(4-diethylsulfamoyl-phenyl)-3-methyl-naphthalen-2-yl]-acetic acid methyl ester), C1CCOC1.O (THF H2O). Solvent: CCCCCC (hexane). Run at time 16 hour. Product: ClC=1C=C2C(=C(C(=CC2=CC1)CC(=O)O)C)C1=CC=C(C=C1)S(N(CC)CC)(=O)=O ([6-chloro-4-(4-diethylsulfamoyl-phenyl)-3-methyl-naphthalen-2-yl]-acetic acid). The yield is 92.2%. RXN SMILES: O.[OH-].[Li+].C[O:5][C:6](=[O:34])[CH2:7][C:8]1[C:17]([CH3:18])=[C:16]([C:19]2[CH:24]=[CH:23][C:22]([S:25](=[O:32])(=[O:31])[N:26]([CH2:29][CH3:30])[CH2:27][CH3:28])=[CH:21][CH:20]=2)[C:15]2[C:10](=[CH:11][CH:12]=[C:13]([Cl:33])[CH:14]=2)[CH:9]=1.C1COCC1.O>CCCCCC>[Cl:33][C:13]1[CH:14]=[C:15]2[C:10](=[CH:11][CH:12]=1)[CH:9]=[C:8]([CH2:7][C:6]([OH:34])=[O:5])[C:17]([CH3:18])=[C:16]2[C:19]1[CH:24]=[CH:23][C:22]([S:25](=[O:31])(=[O:32])[N:26]([CH2:29][CH3:30])[CH2:27][CH3:28])=[CH:21][CH:20]=1 |f:0.1.2,4.5|. Reported procedure: Lithium hydroxide monohydrate (0.015 g, 0.34 mmol) was added to a stirred solution of [6-chloro-4-(4-diethylsulfamoyl-phenyl)-3-methyl-naphthalen-2-yl]-acetic acid methyl ester (0.040 g, 0.09 mmol) in a 3:1 mixture of THF—H2O mixture (5 mL). The reaction mixture was stirred for 16 hours at room temperature. The reaction mixture was concentrated to remove THF, and the crude material was diluted with water, acidified [pH˜2] with a 6 N aqueous solution of hydrochloric acid. The mixture was extracte... The reactants are FC(C1=CC=C(C=C1)[C@H]1NCCC2=CC=CC=C12)(F)F ((R)-1-(4-(trifluoromethyl)phenyl)-1,2,3,4-tetrahydroisoquinoline), C(C)N(C(C)C)C(C)C (N-ethyl-N-isopropylpropan-2-amine), N(=C=O)C1CCCC1 (isocyanatocyclopentane). Solvent: C(Cl)Cl (DCM). Reaction conditions: time 24 hour. Yields the product C1(CCCC1)NC(=O)N1[C@@H](C2=CC=CC=C2CC1)C1=CC=C(C=C1)C(F)(F)F ((R)—N-Cyclopentyl-1-(4-(trifluoromethyl)phenyl)-3,4-dihydroisoquinoline-2(1H)-carboxamide). Reaction SMILES: [F:1][C:2]([F:20])([F:19])[C:3]1[CH:8]=[CH:7][C:6]([C@@H:9]2[C:18]3[C:13](=[CH:14][CH:15]=[CH:16][CH:17]=3)[CH2:12][CH2:11][NH:10]2)=[CH:5][CH:4]=1.C(N(C(C)C)C(C)C)C.[N:30]([CH:33]1[CH2:37][CH2:36][CH2:35][CH2:34]1)=[C:31]=[O:32]>C(Cl)Cl>[CH:33]1([NH:30][C:31]([N:10]2[CH2:11][CH2:12][C:13]3[C:18](=[CH:17][CH:16]=[CH:15][CH:14]=3)[C@H:9]2[C:6]2[CH:5]=[CH:4][C:3]([C:2]([F:1])([F:19])[F:20])=[CH:8][CH:7]=2)=[O:32])[CH2:37][CH2:36][CH2:35][CH2:34]1. Procedure: A mixture of (R)-1-(4-(trifluoromethyl)phenyl)-1,2,3,4-tetrahydroisoquinoline (0.100 g, 0.361 mmol), N-ethyl-N-isopropylpropan-2-amine (0.0754 mL, 0.433 mmol), and isocyanatocyclopentane (0.0421 g, 0.379 mmol) in DCM (4 mL) was stirred at RT for 24 h. The mixture was concentrated and purified by ISCO (20% EtOAc/hexanes) to give the white solid. MS (ESI, positive ion) m/z: 389 (M+1). The reactants are C(C1=CC=CC=C1)(=O)C1=C(C(=O)N(CC(CC)=O)CC2=CC=C(C=C2)OC)C=CC(=C1)Br (2-benzoyl-4-bromo-N-(4-methoxybenzyl)-N-(2-oxobutyl)benzamide), C1CCC2=NCCCN2CC1 (1,8-diazabicyclo[5.4.0]-7-undecene). The solvent is C(C)O (ethanol). Reaction conditions: temperature 90 celsius, time 18 hour. Yields the product BrC=1C=C2C(=C(N(C(C2=CC1)=O)CC1=CC=C(C=C1)OC)C(CC)=O)C1=CC=CC=C1 (6-bromo-2-(4-methoxybenzyl)-4-phenyl-3-propionyl-2H-isoquinolin-1-one). Yield: 63.9%. As a reaction SMILES: [C:1]([C:9]1[CH:31]=[C:30]([Br:32])[CH:29]=[CH:28][C:10]=1[C:11]([N:13]([CH2:19][C:20]1[CH:25]=[CH:24][C:23]([O:26][CH3:27])=[CH:22][CH:21]=1)[CH2:14][C:15](=[O:18])[CH2:16][CH3:17])=[O:12])(=O)[C:2]1[CH:7]=[CH:6][CH:5]=[CH:4][CH:3]=1.C1CCN2C(=NCCC2)CC1>C(O)C>[Br:32][C:30]1[CH:31]=[C:9]2[C:10](=[CH:28][CH:29]=1)[C:11](=[O:12])[N:13]([CH2:19][C:20]1[CH:21]=[CH:22][C:23]([O:26][CH3:27])=[CH:24][CH:25]=1)[C:14]([C:15](=[O:18])[CH2:16][CH3:17])=[C:1]2[C:2]1[CH:3]=[CH:4][CH:5]=[CH:6][CH:7]=1. Procedure: [Step 1] To a solution of 1-amino-2-butanol (3.9 g) in methanol (50 ml) was added anisaldehyde (5.0 g) under ice-cooling. The mixture was stirred at the same temperature for 1 hr., and a solution of sodium borohydride (1.1 g) in 1N sodium hydroxide (17 ml) was added dropwise. The mixture was stirred at 0° C. for 30 min, 2N hydrochloric acid (68 ml) was added dropwise and diisopropyl ether was added to allow partitioning. The aqueous layer was alkalified with potassium carbonate (12.1 g) and ethy... Reactants: C(C1=CC=CC=C1)ONC(=O)CN(C(CC(C(=O)N(C)C)CC(C)C)=O)CC(C)C (N4 -(Benzyloxycarbamoyl-methyl)-2,N4 -diisobutyl-N1,N1 -dimethyl-succinamide), C (charcoal). Reagents/catalysts: [Pd] (palladium on charcoal). Run in C(C)O (ethanol). Product: ONC(=O)CN(C(CC(C(=O)N(C)C)CC(C)C)=O)CC(C)C (N4 -Hydroxycarbamoylmethyl-2,N4 -diisobutyl-N1,N1 -dimethyl-succinamide). The yield is 93.8%. Reaction SMILES: C([O:8][NH:9][C:10]([CH2:12][N:13]([CH2:27][CH:28]([CH3:30])[CH3:29])[C:14](=[O:26])[CH2:15][CH:16]([CH2:22][CH:23]([CH3:25])[CH3:24])[C:17]([N:19]([CH3:21])[CH3:20])=[O:18])=[O:11])C1C=CC=CC=1.C>C(O)C.[Pd]>[OH:8][NH:9][C:10]([CH2:12][N:13]([CH2:27][CH:28]([CH3:30])[CH3:29])[C:14](=[O:26])[CH2:15][CH:16]([CH2:22][CH:23]([CH3:24])[CH3:25])[C:17]([N:19]([CH3:21])[CH3:20])=[O:18])=[O:11]. Reported procedure: N4 -(Benzyloxycarbamoyl-methyl)-2,N4 -diisobutyl-N1,N1 -dimethyl-succinamide (0.45 g, 0.0011 mol) was dissolved in ethanol (5.0 ml) and 10% palladium on charcoal (100 mg) was added. Hydrogen was bubbled through the mixture for 1 hour at room temperature. The catalyst was removed by filtration and the solvent was removed under reduced pressure to give a crude solid contaminated with charcoal. The solid was then purified by column chromatography (acid-washed silica gel, 5% methanol in dichlorometh...